From a dataset of the Open Reaction Database (ORD), a public repository of structured organic reaction records. describe an organic reaction: reactants, conditions, products, and yield Reactants: OCC1=NC(=CC(=C1)OCCN(CCC(=O)OC)CCOCCOCCOC)CO (methyl 3-([2-(2,6-bis-hydroxymethyl-pyridin-4-yloxy)-ethyl]-{2-[2-(2-methoxy-ethoxy)-ethoxy]-ethyl}-amino)-propanoate), C(C)(C)N(CC)C(C)C (diisopropylethylamine), CS(=O)(=O)Cl (methanesulfonyl chloride). Run in C(Cl)Cl (DCM). Reaction conditions: temperature -15 celsius, time 1 hour. The product is CS(=O)(=O)OCC1=NC(=CC(=C1)OCCN(CCC(=O)OC)CCOCCOCCOC)COS(=O)(=O)C (methyl 3-([2-(2,6-bis-methanesulfonyloxymethyl-pyridin-4-yloxy)-ethyl]-{2-[2-(2-methoxy-ethoxy)-ethoxy]-ethyl}-amino)-propanoate). As a reaction SMILES: [OH:1][CH2:2][C:3]1[CH:8]=[C:7]([O:9][CH2:10][CH2:11][N:12]([CH2:19][CH2:20][O:21][CH2:22][CH2:23][O:24][CH2:25][CH2:26][O:27][CH3:28])[CH2:13][CH2:14][C:15]([O:17][CH3:18])=[O:16])[CH:6]=[C:5]([CH2:29][OH:30])[N:4]=1.C(N(C(C)C)CC)(C)C.[CH3:40][S:41](Cl)(=[O:43])=[O:42]>C(Cl)Cl>[CH3:40][S:41]([O:1][CH2:2][C:3]1[CH:8]=[C:7]([O:9][CH2:10][CH2:11][N:12]([CH2:19][CH2:20][O:21][CH2:22][CH2:23][O:24][CH2:25][CH2:26][O:27][CH3:28])[CH2:13][CH2:14][C:15]([O:17][CH3:18])=[O:16])[CH:6]=[C:5]([CH2:29][O:30][S:41]([CH3:40])(=[O:43])=[O:42])[N:4]=1)(=[O:43])=[O:42]. Reported procedure: To a solution of 80 mg of methyl 3-([2-(2,6-bis-hydroxymethyl-pyridin-4-yloxy)-ethyl]-{2-[2-(2-methoxy-ethoxy)-ethoxy]-ethyl}-amino)-propanoate in 8 ml of DCM, precooled to −25° C., was added 183 μl of diisopropylethylamine and 57 μl of methanesulfonyl chloride. The mixture was stirred for 1 hour at −15° C. and then washed with 5 ml of water. The aqueous phase was extracted with 5 ml of DCM. The organic phases were combined, dried over MgSO4 and concentrated under reduced pressure. 110 mg of met... Starting materials: C(C)(C)(C)OC(=O)N1CCN(CCC1)CCCNC(=O)C1=CC2=CN=C3C=CC=C(S1)N32 (N-[3-(4-tert-butoxycarbonyl-2,3,5,6-tetrahydro-7H-1,4-diazepin-1-yl)propan-1-yl]-5-thia-1,8b-diazaacenaphthylene-4-carboxamide), Cl (hydrochloric acid). Solvent: C(C)O (ethanol). Conditions: time 1 hour. Product: Cl.Cl.Cl.N1(CCNCCC1)CCCNC(=O)C1=CC2=CN=C3C=CC=C(S1)N32 (N-[3-(hexahydro-1,4-diazepin-1-yl)propan-1-yl]-5-thia-1,8b-diazaacenaphthylene-4-carboxamide Trihydrochloride). As a reaction SMILES: C(OC([N:8]1[CH2:14][CH2:13][CH2:12][N:11]([CH2:15][CH2:16][CH2:17][NH:18][C:19]([C:21]2[S:31][C:30]3[N:32]4[C:23](=[CH:24][N:25]=[C:26]4[CH:27]=[CH:28][CH:29]=3)[CH:22]=2)=[O:20])[CH2:10][CH2:9]1)=O)(C)(C)C.[ClH:33]>C(O)C>[ClH:33].[ClH:33].[ClH:33].[N:11]1([CH2:15][CH2:16][CH2:17][NH:18][C:19]([C:21]2[S:31][C:30]3[N:32]4[C:23](=[CH:24][N:25]=[C:26]4[CH:27]=[CH:28][CH:29]=3)[CH:22]=2)=[O:20])[CH2:12][CH2:13][CH2:14][NH:8][CH2:9][CH2:10]1 |f:3.4.5.6|. Procedure details: To a solution of 4250 mg (9.29 mM) of N-[3-(4-tert-butoxycarbonyl-2,3,5,6-tetrahydro-7H-1,4-diazepin-1-yl)propan-1-yl]-5-thia-1,8b-diazaacenaphthylene-4-carboxamide in 100 ml of ethanol was added 3.8 ml (46.44 mM) of 12N-hydrochloric acid, and the mixture was stirred at room temperature for 1 hour. The resulting precipitate was recovered by filtration and rinsed with small amounts of ethanol and ether to provide the title compound. Yield 4020 mg (92.8%).